Dataset: the Open Reaction Database (ORD), a public repository of structured organic reaction records. Task: describe an organic reaction: reactants, conditions, products, and yield The yield is 69.5%. Run at time 20 hour. Procedure: To a solution of 7-chloro-3-(3,5-dimethylphenyl)-6-nitro-4-(2-piperidin-2-yl-ethoxy)-1H-quinolin-2-one (200 mg in 5 mL dicloroethane) was added 136 mg of 2-(trimethylsilyl)ethyl 4-nitrophenyl carbonate followed by 0.092 mL diisopropylethylamine and the mixture heated to reflux. After 20 hours, the reaction was cooled to room temperature, concentrated in vacuo and purified by flash chromatography on silica gel (ethyl acetate:hexane, 1:1) to give the title compound (183 mg.) The reactants are ClC1=C(C=C2C(=C(C(NC2=C1)=O)C1=CC(=CC(=C1)C)C)OCCC1NCCCC1)[N+](=O)[O-] (7-chloro-3-(3,5-dimethylphenyl)-6-nitro-4-(2-piperidin-2-yl-ethoxy)-1H-quinolin-2-one), C(OCC[Si](C)(C)C)(OC1=CC=C(C=C1)[N+](=O)[O-])=O (2-(trimethylsilyl)ethyl 4-nitrophenyl carbonate), C(C)(C)N(CC)C(C)C (diisopropylethylamine). Product: C[Si](CCOC(=O)N1C(CCCC1)CCOC1=C(C(NC2=CC(=C(C=C12)[N+](=O)[O-])Cl)=O)C1=CC(=CC(=C1)C)C)(C)C (2-{2-[7-chloro-3-(3,5-dimethylphenyl )-6-nitro-2-oxo-1,2-dihydro-quinolin-4-yloxy]-ethyl}-piperidine-1-carboxylic acid 2-trimethylsilanylethyl ester). Reaction SMILES: [Cl:1][C:2]1[CH:11]=[C:10]2[C:5]([C:6]([O:21][CH2:22][CH2:23][CH:24]3[CH2:29][CH2:28][CH2:27][CH2:26][NH:25]3)=[C:7]([C:13]3[CH:18]=[C:17]([CH3:19])[CH:16]=[C:15]([CH3:20])[CH:14]=3)[C:8](=[O:12])[NH:9]2)=[CH:4][C:3]=1[N+:30]([O-:32])=[O:31].[C:33](=O)([O:41]C1C=CC([N+]([O-])=O)=CC=1)[O:34][CH2:35][CH2:36][Si:37]([CH3:40])([CH3:39])[CH3:38].C(N(C(C)C)CC)(C)C>>[CH3:38][Si:37]([CH3:40])([CH3:39])[CH2:36][CH2:35][O:34][C:33]([N:25]1[CH2:26][CH2:27][CH2:28][CH2:29][CH:24]1[CH2:23][CH2:22][O:21][C:6]1[C:5]2[C:10](=[CH:11][C:2]([Cl:1])=[C:3]([N+:30]([O-:32])=[O:31])[CH:4]=2)[NH:9][C:8](=[O:12])[C:7]=1[C:13]1[CH:14]=[C:15]([CH3:20])[CH:16]=[C:17]([CH3:19])[CH:18]=1)=[O:41]. Reactants: CC(C)c1ccc(S(=O)(=O)Cl)cc1, Nc1cnc(Cl)cc1I. Product: CC(C)c1ccc(S(=O)(=O)Nc2cnc(Cl)cc2I)cc1. RXN SMILES: [CH:10]([CH3:11])([CH3:12])[c:13]1[cH:14][cH:15][c:16]([S:19](=[O:20])(=[O:21])[Cl:22])[cH:17][cH:18]1.[Cl:1][c:2]1[cH:3][c:4]([I:9])[c:5]([NH2:8])[cH:6][n:7]1>>[Cl:1][c:2]1[cH:3][c:4]([I:9])[c:5]([NH:8][S:19]([c:16]2[cH:15][cH:14][c:13]([CH:10]([CH3:11])[CH3:12])[cH:18][cH:17]2)(=[O:20])=[O:21])[cH:6][n:7]1. Starting materials: C(C)(C)(C)C(CC=1C=C(C=CC1)N1C(N(CC=2C1=NC(=NC2)SC)C2=C(C=C(C=C2)Cl)Cl)=O)O[SiH](C2=CC=CC=C2)C2=CC=CC=C2 (1-[3-(2-tertbutyldiphenylsilyloxyethyl)phenyl]-3-(2,4-dichlorophenyl)-3,4-dihydro-7-methylthio-pyrimido[4,5-d]pyrimidin-2(1H)-one), ClC1=C(N)C=CC(=C1)Cl (2,4-dichloroaniline), solution, [F-].C(CCC)[N+](CCCC)(CCCC)CCCC (tetrabutylammonium fluoride). Procedure details: 1.97 g (2.83 mmol) of 1-[3-(2-tertbutyldiphenylsilyloxyethyl)phenyl]-3-(2,4-dichlorophenyl)-3,4-dihydro-7-methylthio-pyrimido[4,5-d]pyrimidin-2(1H)-one (prepared in a manner analogous to that described in Example 53(a)-(b) using 2,4-dichloroaniline in place of 2-chloro-6-methylaniline) was reacted with a 1M solution of tetrabutylammonium fluoride in a manner analogous to that described in Example 69. 1.3 g (100%) of 3-(2,4-dichlorophenyl)-3,4-dihydro-1-[3-(2-hydroxyethyl)phenyl]-7-methylthio-pyr... As a reaction SMILES: C([CH:5]([O:34][SiH](C1C=CC=CC=1)C1C=CC=CC=1)[CH2:6][C:7]1[CH:8]=[C:9]([N:13]2[C:18]3=[N:19][C:20]([S:23][CH3:24])=[N:21][CH:22]=[C:17]3[CH2:16][N:15]([C:25]3[CH:30]=[CH:29][C:28]([Cl:31])=[CH:27][C:26]=3[Cl:32])[C:14]2=[O:33])[CH:10]=[CH:11][CH:12]=1)(C)(C)C.ClC1C=C(Cl)C=CC=1N.[F-].C([N+](CCCC)(CCCC)CCCC)CCC>>[Cl:32][C:26]1[CH:27]=[C:28]([Cl:31])[CH:29]=[CH:30][C:25]=1[N:15]1[CH2:16][C:17]2[C:18](=[N:19][C:20]([S:23][CH3:24])=[N:21][CH:22]=2)[N:13]([C:9]2[CH:10]=[CH:11][CH:12]=[C:7]([CH2:6][CH2:5][OH:34])[CH:8]=2)[C:14]1=[O:33] |f:2.3|. Yields the product ClC1=C(C=CC(=C1)Cl)N1C(N(C2=NC(=NC=C2C1)SC)C1=CC(=CC=C1)CCO)=O (3-(2,4-dichlorophenyl)-3,4-dihydro-1-[3-(2-hydroxyethyl)phenyl]-7-methylthio-pyrimido[4,5-d]pyrimidin-2(1H)-one). Yield: 99.6%. The reactants are COc1ccc([N+](=O)[O-])c(Oc2ccccc2C(C)(C)C)n1, CCOC(C)=O, CO, [H][H]. Product: COc1ccc(N)c(Oc2ccccc2C(C)(C)C)n1. As a reaction SMILES: [C:1]([CH3:2])([CH3:3])([CH3:4])[c:5]1[c:6]([O:7][c:8]2[n:9][c:10]([O:17][CH3:18])[cH:11][cH:12][c:13]2[N+:14]([O-:15])=[O:16])[cH:19][cH:20][cH:21][cH:22]1.[CH3:23][CH2:24][O:25][C:26](=[O:27])[CH3:28].[CH3:31][OH:32].[H:29][H:30]>>[C:1]([CH3:2])([CH3:3])([CH3:4])[c:5]1[c:6]([O:7][c:8]2[n:9][c:10]([O:17][CH3:18])[cH:11][cH:12][c:13]2[NH2:14])[cH:19][cH:20][cH:21][cH:22]1. Reactants: CNC(CC(C)C)C(=O)NC1CCC2CN(Cc3cccc(C(F)(F)F)c3)CC21, CS(=O)(=O)Cl, CCN(C(C)C)C(C)C, ClCCl. Product: CC(C)CC(C(=O)NC1CCC2CN(Cc3cccc(C(F)(F)F)c3)CC21)N(C)S(C)(=O)=O. RXN SMILES: [CH3:1][NH:2][CH:3]([CH2:4][CH:5]([CH3:6])[CH3:7])[C:8](=[O:9])[NH:10][CH:11]1[CH2:12][CH2:13][CH:14]2[CH2:15][N:16]([CH2:19][c:20]3[cH:21][c:22]([C:26]([F:27])([F:28])[F:29])[cH:23][cH:24][cH:25]3)[CH2:17][CH:18]12.[CH3:39][S:40]([Cl:41])(=[O:42])=[O:43].[CH:30]([N:31]([CH2:32][CH3:33])[CH:34]([CH3:35])[CH3:36])([CH3:37])[CH3:38].[Cl:44][CH2:45][Cl:46]>>[CH3:1][N:2]([CH:3]([CH2:4][CH:5]([CH3:6])[CH3:7])[C:8](=[O:9])[NH:10][CH:11]1[CH2:12][CH2:13][CH:14]2[CH2:15][N:16]([CH2:19][c:20]3[cH:21][c:22]([C:26]([F:27])([F:28])[F:29])[cH:23][cH:24][cH:25]3)[CH2:17][CH:18]12)[S:40]([CH3:39])(=[O:42])=[O:43]. The reactants are Cl (HCl), COC[C@@H]1CC[C@H](CC1)C1=CC=C(C=C1)I (4-(trans-4'-methyloxymethylcyclohexyl)iodobenzene), C(CC)C1CCC(CC1)=O (4-propylcyclohexanone), C(CCC)[Li] (n-butyllithium). Run in O (water), C1(=CC=CC=C1)C (toluene), CCCCCC (hexane). Reaction conditions: temperature 5 celsius, time 30 minute. Product: COC[C@@H]1CC[C@H](CC1)C1(CC=C(C=C1)C)C1=CCCCC1 (trans-4-methyloxymethyl-1-(4'-methyl-1-cyclohexenylphenyl)cyclohexane). Isolated yield 27.6%. As a reaction SMILES: [CH3:1][O:2][CH2:3][C@H:4]1[CH2:9][CH2:8][C@H:7]([C:10]2[CH:15]=[CH:14][C:13](I)=[CH:12][CH:11]=2)[CH2:6][CH2:5]1.[CH2:17]([Li])CCC.C([CH:25]1[CH2:30][CH2:29][C:28](=O)[CH2:27][CH2:26]1)CC.Cl>O.CCCCCC.C1(C)C=CC=CC=1>[CH3:1][O:2][CH2:3][C@H:4]1[CH2:9][CH2:8][C@H:7]([C:10]2([C:25]3[CH2:30][CH2:29][CH2:28][CH2:27][CH:26]=3)[CH:15]=[CH:14][C:13]([CH3:17])=[CH:12][CH2:11]2)[CH2:6][CH2:5]1. Procedure details: Into a 500 ml three-neck flask were placed the compound (VI) (21 g, 0.064 mol) obtained at the fourth step and dry toluene (40 ml) in dry nitrogen atmosphere, followed by dissolving with stirring. To the solution was dropwise added a commercially available 1.67N hexane solution (42.7 ml) of n-butyllithium (0.067 mol) over about 10 minutes at a liquid temperature kept at 20° to 25° C. After completion of the addition, the mixture was kept at 25° C. for 30 minutes, and then cooled to 5° C., follow... The yield is 96.0%. As a reaction SMILES: [C:1]([C:4]1[CH:9]=[CH:8][C:7]([S:10][C:11]2[CH:12]=[C:13]([C:18]3([O:26][CH3:27])[CH2:22][CH2:21][N:20]([CH2:23][C:24]#[CH:25])[CH2:19]3)[CH:14]=[C:15]([F:17])[CH:16]=2)=[CH:6][CH:5]=1)(=O)[CH3:2].Cl.[NH2:29][OH:30]>>[F:17][C:15]1[CH:16]=[C:11]([S:10][C:7]2[CH:6]=[CH:5][C:4]([C:1](=[N:29][OH:30])[CH3:2])=[CH:9][CH:8]=2)[CH:12]=[C:13]([C:18]2([O:26][CH3:27])[CH2:22][CH2:21][N:20]([CH2:23][C:24]#[CH:25])[CH2:19]2)[CH:14]=1 |f:1.2|. Procedure: Using an analogous procedure to that described in Example 27, 3-[3-(4-acetylphenylthio)-5-fluorophenyl]-3-methoxy-1-(prop-2-ynyl)pyrrolidine was reacted with hydroxylamine hydrochloride to give 3-{5-fluoro-3-[4-(1-hydroxyiminoethyl)phenylthio]phenyl}-3-methoxy-1-(prop-2-ynyl)pyrrolidine in 96% yield, m.p. 97°-99° C. (recrystallised from a mixture of hexane and diethyl ether). Starting materials: C(C)(=O)C1=CC=C(C=C1)SC=1C=C(C=C(C1)F)C1(CN(CC1)CC#C)OC (3-[3-(4-acetylphenylthio)-5-fluorophenyl]-3-methoxy-1-(prop-2-ynyl)pyrrolidine), Cl.NO (hydroxylamine hydrochloride). The product is FC=1C=C(C=C(C1)C1(CN(CC1)CC#C)OC)SC1=CC=C(C=C1)C(C)=NO (3-{5-fluoro-3-[4-(1-hydroxyiminoethyl)phenylthio]phenyl}-3-methoxy-1-(prop-2-ynyl)pyrrolidine). The reactants are C(N)(=O)C1=CN(C2=CC(=CC(=C12)OCC)C(=O)O)C1CC1 (3-carbamoyl-1-cyclopropyl-4-ethoxy-1H-indole-6-carboxylic acid), Cl.COC(C1=CC(=CC=C1)C=1C=C2C(CC3(CCNCC3)OC2=CC1)=O)=O (3-(4-oxo-spiro[chroman-2,4′-piperidin]-6-yl)benzoic acid methyl ester hydrochloride), CCN=C=NCCCN(C)C.Cl (WSC hydrochloride), C=1C=CC2=C(C1)N=NN2O (HOBT). Run in CN(C)C=O (DMF), C(C)N(CC)CC (Triethylamine), C(C)(=O)OCC (ethyl acetate). Reaction conditions: temperature 60 celsius, time 1 hour. Yields the product C(N)(=O)C1=CN(C2=CC(=CC(=C12)OCC)C(=O)N1CCC2(CC1)OC1=CC=C(C=C1C(C2)=O)C=2C=C(C(=O)OC)C=CC2)C2CC2 (methyl 3-(1′-{[3-carbamoyl-1-cyclopropyl-4-ethoxy-1H-indol-6-yl]carbonyl}-4-oxospiro[chroman-2,4′-piperidin]-6-yl)benzoate). RXN SMILES: [C:1]([C:4]1[C:12]2[C:7](=[CH:8][C:9]([C:16](O)=[O:17])=[CH:10][C:11]=2[O:13][CH2:14][CH3:15])[N:6]([CH:19]2[CH2:21][CH2:20]2)[CH:5]=1)(=[O:3])[NH2:2].Cl.[CH3:23][O:24][C:25](=[O:48])[C:26]1[CH:31]=[CH:30][CH:29]=[C:28]([C:32]2[CH:33]=[C:34]3[C:44](=[CH:45][CH:46]=2)[O:43][C:37]2([CH2:42][CH2:41][NH:40][CH2:39][CH2:38]2)[CH2:36][C:35]3=[O:47])[CH:27]=1.CCN=C=NCCCN(C)C.Cl.C1C=CC2N(O)N=NC=2C=1>CN(C=O)C.C(OCC)(=O)C.C(N(CC)CC)C>[C:1]([C:4]1[C:12]2[C:7](=[CH:8][C:9]([C:16]([N:40]3[CH2:39][CH2:38][C:37]4([CH2:36][C:35](=[O:47])[C:34]5[C:44](=[CH:45][CH:46]=[C:32]([C:28]6[CH:27]=[C:26]([CH:31]=[CH:30][CH:29]=6)[C:25]([O:24][CH3:23])=[O:48])[CH:33]=5)[O:43]4)[CH2:42][CH2:41]3)=[O:17])=[CH:10][C:11]=2[O:13][CH2:14][CH3:15])[N:6]([CH:19]2[CH2:21][CH2:20]2)[CH:5]=1)(=[O:3])[NH2:2] |f:1.2,3.4|. Procedure details: Triethylamine (0.22 mL) was added to a solution of 3-carbamoyl-1-cyclopropyl-4-ethoxy-1H-indole-6-carboxylic acid (229 mg), 3-(4-oxo-spiro[chroman-2,4′-piperidin]-6-yl)benzoic acid methyl ester hydrochloride (306 mg), WSC hydrochloride (166 mg) and HOBT (133 mg) in DMF (4 mL), and the mixture was stirred at 60° C. for 1 hour. After cooling to room temperature, the reaction mixture was diluted with ethyl acetate, then washed successively with water, aqueous saturated sodium bicarbonate and satura...